From a dataset of the Open Reaction Database (ORD), a public repository of structured organic reaction records. describe an organic reaction: reactants, conditions, products, and yield Run in C(Cl)(Cl)Cl (chloroform). Conditions: temperature 5 celsius. As a reaction SMILES: [C:1]([C:3]1[NH:7][C:6]2[CH:8]=[CH:9][C:10]([O:12][C:13]3[C:18]([F:19])=[CH:17][C:16]([C:20]([F:23])([F:22])[F:21])=[CH:15][C:14]=3[Cl:24])=[CH:11][C:5]=2[N+:4]=1[O-])#[N:2].P(Cl)(Cl)Cl.O.N>C(Cl)(Cl)Cl>[C:1]([C:3]1[NH:4][C:5]2[CH:11]=[C:10]([O:12][C:13]3[C:18]([F:19])=[CH:17][C:16]([C:20]([F:22])([F:23])[F:21])=[CH:15][C:14]=3[Cl:24])[CH:9]=[CH:8][C:6]=2[N:7]=1)#[N:2]. Reactants: C(#N)C1=[N+](C2=C(N1)C=CC(=C2)OC2=C(C=C(C=C2F)C(F)(F)F)Cl)[O-] (2-cyano-5-(2-chloro-4-trifluoromethyl-6-fluorophenoxy)-1H-benzimidazole-3-oxide), N (ammonia), P(Cl)(Cl)Cl (Phosphorus trichloride), O (water). Procedure details: 2-cyano-5-(2-chloro-4-trifluoromethyl-6-fluorophenoxy)-1H-benzimidazole-3-oxide (0.8 g) was suspended in chloroform (5cm3) stirred and cooled to 5° C. in an ice bath. Phosphorus trichloride (0.25cm ) was added dropwise and when addition was complete the mixture was heated under reflux for 5 minutes. The resulting solution was cooled, water (10cm3) added slowly and the mixture made basic with aqueous ammonia. The organic layer was separated and the aqueous layer extracted twice with chloroform. T... Product: C(#N)C=1NC2=C(N1)C=CC(=C2)OC2=C(C=C(C=C2F)C(F)(F)F)Cl (2-cyano-5-(2-chloro-4-trifluormethyl-6-fluorophenoxy)benzimidazole).